Task: describe an organic reaction: reactants, conditions, products, and yield. Dataset: the Open Reaction Database (ORD), a public repository of structured organic reaction records The reactants are OC1=C(C=C(C=C1)CSC)C(C)=O (2'-hydroxy-5'-(methylthiomethyl)acetophenone), CO (methanol), OOS(=O)[O-].[K+] (OXONE). The solvent is O (water). Run at time 2 hour. Product: OC1=C(C=C(C=C1)CS(=O)(=O)C)C(C)=O (2'-Hydroxy-5'-(methylsulfonylmethyl)acetophenone). Reaction SMILES: [OH:1][C:2]1[CH:7]=[CH:6][C:5]([CH2:8]SC)=[CH:4][C:3]=1[C:11](=[O:13])[CH3:12].O[O:15][S:16]([O-:18])=O.[K+].[CH3:20]O>O>[OH:1][C:2]1[CH:7]=[CH:6][C:5]([CH2:8][S:16]([CH3:20])(=[O:18])=[O:15])=[CH:4][C:3]=1[C:11](=[O:13])[CH3:12] |f:1.2|. Procedure details: To a solution of 2'-hydroxy-5'-(methylthiomethyl)acetophenone (2.20 g, 11.0 mmol) in 88 mL methanol cooled in an ice bath was added a solution of OXONE (commercial potassium peroxymonosulfate mixture, Aldrich Chemical Co.)(20.28 g, 33.0 mmol) in 88 mL water. The mixture was stirred two hours with cooling then partially concentrated in vacuo. The product was isolated in the same manner employed in the previous example to give after recrystallization from n-butylchloride 1.70 g (68%) product, as a... Product: COc1cc2c(Oc3ccc4[nH]c(C)cc4c3F)cnnc2cc1OCCCBr. Reactants: OCCCBr, COc1cc2c(Oc3ccc4[nH]c(C)cc4c3F)cnnc2cc1O, CCOC(=O)N=NC(=O)OCC, CN(C)C=O, c1ccc(P(c2ccccc2)c2ccccc2)cc1. As a reaction SMILES: [Br:38][CH2:39][CH2:40][CH2:41][OH:42].[F:13][c:14]1[c:15]2[cH:16][c:17]([CH3:37])[nH:18][c:19]2[cH:20][cH:21][c:22]1[O:23][c:24]1[cH:25][n:26][n:27][c:28]2[cH:29][c:30]([OH:36])[c:31]([O:34][CH3:35])[cH:32][c:33]12.[O:1]=[C:2]([O:3][CH2:4][CH3:5])[N:6]=[N:7][C:8]([O:9][CH2:10][CH3:11])=[O:12].[O:62]=[CH:63][N:64]([CH3:65])[CH3:66].[c:43]1([P:44]([c:45]2[cH:46][cH:47][cH:48][cH:49][cH:50]2)[c:51]2[cH:52][cH:53][cH:54][cH:55][cH:56]2)[cH:57][cH:58][cH:59][cH:60][cH:61]1>>[F:13][c:14]1[c:15]2[cH:16][c:17]([CH3:37])[nH:18][c:19]2[cH:20][cH:21][c:22]1[O:23][c:24]1[cH:25][n:26][n:27][c:28]2[cH:29][c:30]([O:36][CH2:41][CH2:40][CH2:39][Br:38])[c:31]([O:34][CH3:35])[cH:32][c:33]12. Reactants: [Cl-].[NH4+] (ammonium chloride), [Mg] (magnesium), CN(C)CCCCl (3-(N,N-dimethylamino)propyl chloride), BrC(C)Br (dibromoethane), CN1N2C(C=NC3=C1C=CN=C3)=CC=C2 (5-methyl-5H-pyrido[3,4-f]pyrrolo[1,2-b][1,2,5]triazepine). Solvent: diether ether, O1CCCC1 (tetrahydrofuran), O1CCCC1 (tetrahydrofuran), O1CCCC1 (tetrahydrofuran). Conditions: temperature 70 celsius, time 1 hour. Yields the product CN1N2C(C(NC3=C1C=CN=C3)CCCN(C)C)=CC=C2 (10,11-dihydro-5-methyl-10-[3-(N,N-dimethylamino)propyl]-5H-pyrido-[3,4-f]pyrrolo[1,2-b][1,2,5]triazepine). The yield is 50.0%. Reaction SMILES: [Mg].[CH3:2][N:3]([CH2:5][CH2:6][CH2:7]Cl)[CH3:4].BrC(Br)C.[CH3:13][N:14]1[C:20]2[CH:21]=[CH:22][N:23]=[CH:24][C:19]=2[N:18]=[CH:17][C:16]2=[CH:25][CH:26]=[CH:27][N:15]12.[Cl-].[NH4+]>O1CCCC1>[CH3:13][N:14]1[C:20]2[CH:21]=[CH:22][N:23]=[CH:24][C:19]=2[NH:18][CH:17]([CH2:7][CH2:6][CH2:5][N:3]([CH3:4])[CH3:2])[C:16]2=[CH:25][CH:26]=[CH:27][N:15]12 |f:4.5|. Procedure: To magnesium turnings (1.4 g) in 10 ml of diether ether and 10 ml of tetrahydrofuran, was added a solution of 6.2 g of 3-(N,N-dimethylamino)propyl chloride in 10 ml of tetrahydrofuran. Initiation of the reaction was achieved by the addition of 1 ml of dibromoethane and the application of heat. After stirring at 70° C. for one hour, the reaction mixture was treated with a solution of 5.0 g of 5-methyl-5H-pyrido[3,4-f]pyrrolo[1,2-b][1,2,5]triazepine in 50 ml of tetrahydrofuran over a period of ten... Starting materials: [H][H] (hydrogen), 10, CC1(COC2(OC1)CCC(CC2)=O)C (3,3-dimethyl-1,5-dioxaspiro[5.5]undecan-9-one), NC1=CC(=C(C(=O)N[C@@H]2[C@@H](CNCC2)OC)C=C1Cl)OC (cis-4-amino-5-chloro-2-methoxy-N-(3-methoxy-4piperidinyl)benzamide), S1C=CC=C1 (thiophene). Reagents/catalysts: [Pt] (platinum-on-charcoal). The solvent is CO (methanol), CO (methanol). The product is NC1=CC(=C(C(=O)N[C@@H]2[C@@H](CN(CC2)C2CCC3(OCC(CO3)(C)C)CC2)OC)C=C1Cl)OC (cis-4-amino-5-chloro-N-[1-(3,3-dimethyl-1,5-dioxaspiro[5.5]undec-9-yl)-3-methoxy-4-piperidinyl]-2-methoxybenzamide). The yield is 62.6%. Reaction SMILES: [CH3:1][C:2]1([CH3:14])[CH2:7][O:6][C:5]2([CH2:12][CH2:11][C:10](=O)[CH2:9][CH2:8]2)[O:4][CH2:3]1.[NH2:15][C:16]1[C:32]([Cl:33])=[CH:31][C:19]([C:20]([NH:22][C@H:23]2[CH2:28][CH2:27][NH:26][CH2:25][C@H:24]2[O:29][CH3:30])=[O:21])=[C:18]([O:34][CH3:35])[CH:17]=1.S1C=CC=C1.[H][H]>CO.[Pt]>[NH2:15][C:16]1[C:32]([Cl:33])=[CH:31][C:19]([C:20]([NH:22][C@H:23]2[CH2:28][CH2:27][N:26]([CH:10]3[CH2:11][CH2:12][C:5]4([O:6][CH2:7][C:2]([CH3:14])([CH3:1])[CH2:3][O:4]4)[CH2:8][CH2:9]3)[CH2:25][C@H:24]2[O:29][CH3:30])=[O:21])=[C:18]([O:34][CH3:35])[CH:17]=1. Reported procedure: A mixture of 10 parts of 3,3-dimethyl-1,5-dioxaspiro[5.5]undecan-9-one, 9.42 parts of cis-4-amino-5-chloro-2-methoxy-N-(3-methoxy-4piperidinyl)benzamide, 1 part of a solution of thiophene in methanol 4% and 200 parts of methanol was hydrogenated at normal pressure and at room temperature with 2 parts of platinum-on-charcoal catalyst 5%. After the calculated amount of hydrogen was taken up, the catalyst was filtered off and the filtrate was evaporated. The residue was crystallized from acetonitri... The reactants are CCC1=C(C=2C=CC=CC2O1)C(=O)C=3C=C(C(=C(C3)Br)O)Br (benzbromarone), C1CCOC1 (THF), ClS(=O)(=O)C1=CC(=C(C(=O)O)C=C1)O (4-chlorosulphonyl-2-hydroxybenzoic acid), ClS(=O)(=O)C1=CC(=C(C(=O)O)C=C1)O (4-chlorosulphonyl-2-hydroxybenzoic acid). Solvent: C(=O)(O)[O-].[Na+] (NaHCO3), C(=O)(O)[O-].[Na+] (NaHCO3), C(=O)(O)[O-].[Na+] (NaHCO3). Run at time 18 hour. Product: BrC1=C(OS(=O)(=O)C2=CC(=C(C(=O)O)C=C2)O)C(=CC(=C1)C(=O)C1=C(OC2=C1C=CC=C2)CC)Br (4-[2,6-Dibromo4-(2-ethyl-benzofuran-3-carbonyl)-phenoxysulfonyl]-2-hydroxybenzoic acid). The yield is 39.1%. RXN SMILES: [CH3:1][CH2:2][C:3]1[O:11][C:10]2[CH:9]=[CH:8][CH:7]=[CH:6][C:5]=2[C:4]=1[C:12]([C:14]1[CH:15]=[C:16]([Br:22])[C:17]([OH:21])=[C:18]([Br:20])[CH:19]=1)=[O:13].C1COCC1.Cl[S:29]([C:32]1[CH:40]=[CH:39][C:35]([C:36]([OH:38])=[O:37])=[C:34]([OH:41])[CH:33]=1)(=[O:31])=[O:30]>C([O-])(O)=O.[Na+]>[Br:22][C:16]1[CH:15]=[C:14]([C:12]([C:4]2[C:5]3[CH:6]=[CH:7][CH:8]=[CH:9][C:10]=3[O:11][C:3]=2[CH2:2][CH3:1])=[O:13])[CH:19]=[C:18]([Br:20])[C:17]=1[O:21][S:29]([C:32]1[CH:40]=[CH:39][C:35]([C:36]([OH:38])=[O:37])=[C:34]([OH:41])[CH:33]=1)(=[O:31])=[O:30] |f:3.4|. Procedure details: At ambient temperature, to a stirred solution of commercial benzbromarone (0.243 g, 0.574 mmol) in 0.5M aq. NaHCO3:THF (8 mnL; 1:1) was added portionwise 4-chlorosulphonyl-2-hydroxybenzoic acid (0.271 g, 1.15 mmol) while maintaining the pH at 8 with the simultaneous addition of 0.5M aq. NaHCO3. After the addition was complete the reaction was stirred for 18 h. To the reaction was added 4-chlorosulphonyl-2-hydroxybenzoic acid (0.271 g, 1.15 mmol) while maintaining the pH at 8 with the simultaneou...